From a dataset of the Open Reaction Database (ORD), a public repository of structured organic reaction records. describe an organic reaction: reactants, conditions, products, and yield Starting materials: C1(C(CCCCCC1)=O)=O (cyclooctane-1,2-dione), COP(OC)(=O)CC(C=1C=NN(C1C(F)(F)F)C1=CC=CC=C1)=O ([2-oxo-2-(1-phenyl-5-trifluoromethyl-1H-pyrazol-4-yl)-ethyl]-phosphonic acid dimethyl ester), O.NN (hydrazine monohydrate). Yields the product C1(=CC=CC=C1)N1N=CC(=C1C(F)(F)F)C1=CC2=C(N=N1)CCCCCC2 (3-(1-Phenyl-5-trifluoromethyl-1H-pyrazol-4-yl)-5,6,7,8,9,10-hexahydro-cycloocta[c]pyridazine). RXN SMILES: [C:1]1(=O)[CH2:8][CH2:7][CH2:6][CH2:5][CH2:4][CH2:3][C:2]1=O.COP([CH2:17][C:18](=O)[C:19]1[CH:20]=[N:21][N:22]([C:28]2[CH:33]=[CH:32][CH:31]=[CH:30][CH:29]=2)[C:23]=1[C:24]([F:27])([F:26])[F:25])(=O)OC.O.[NH2:36][NH2:37]>>[C:28]1([N:22]2[C:23]([C:24]([F:27])([F:26])[F:25])=[C:19]([C:18]3[N:37]=[N:36][C:2]4[CH2:3][CH2:4][CH2:5][CH2:6][CH2:7][CH2:8][C:1]=4[CH:17]=3)[CH:20]=[N:21]2)[CH:33]=[CH:32][CH:31]=[CH:30][CH:29]=1 |f:2.3|. Procedure details: light yellow solid. MS (EI): 372.3 (M+). Prepared from cyclooctane-1,2-dione, [2-oxo-2-(1-phenyl-5-trifluoromethyl-1H-pyrazol-4-yl)-ethyl]-phosphonic acid dimethyl ester, hydrazine monohydrate. The reactants are OC=1C=C(C=C(C1)O)C(C)CCCC1=CC=CC=C1 (2-(3,5-dihydroxyphenyl)-5-phenylpentane), CCOC(=O)CCC(C(=O)C)C(=O)OCC (diethyl α-acetoglutarate), P(=O)(Cl)(Cl)Cl (phosphorous oxychloride), ester, CCCCCC (hexane). The solvent is C(Cl)(Cl)Cl (chloroform). Conditions: time 10 day. The product is OC1=C2C(=C(C(OC2=CC(=C1)C(CCCC1=CC=CC=C1)C)=O)CCC(=O)OCC)C (Ethyl 5-Hydroxy-4-methyl-7-(1-methyl-4-phenylbutyl)coumarin-3-propionate). RXN SMILES: [OH:1][C:2]1[CH:3]=[C:4]([CH:9]([CH2:11][CH2:12][CH2:13][C:14]2[CH:19]=[CH:18][CH:17]=[CH:16][CH:15]=2)[CH3:10])[CH:5]=[C:6]([OH:8])[CH:7]=1.[CH3:20][CH2:21][O:22][C:23]([CH2:25][CH2:26][CH:27]([C:31](OCC)=[O:32])[C:28]([CH3:30])=O)=[O:24].P(Cl)(Cl)(Cl)=O.CCCCCC>C(Cl)(Cl)Cl>[OH:1][C:2]1[CH:3]=[C:4]([CH:9]([CH3:10])[CH2:11][CH2:12][CH2:13][C:14]2[CH:15]=[CH:16][CH:17]=[CH:18][CH:19]=2)[CH:5]=[C:6]2[C:7]=1[C:28]([CH3:30])=[C:27]([CH2:26][CH2:25][C:23]([O:22][CH2:21][CH3:20])=[O:24])[C:31](=[O:32])[O:8]2. Procedure details: A mixture of 2-(3,5-dihydroxyphenyl)-5-phenylpentane (33 g., 0.13 M), (Preparation C) diethyl α-acetoglutarate (32.2 g., 0.14 M) and phosphorous oxychloride (20 g., 0.13 M), protected from atmospheric moisture, is stirred at room temperature. After 10 days, the mixture is dissolved in chloroform, washed three times with water, dried (Na2SO4), and evaporated. The residue is subjected to silica gel chromatography (eluents--9 benzene:1 ether) to yield 22 g. of the desired ester, m.p. 58°-70° C. fro...